From a dataset of the Open Reaction Database (ORD), a public repository of structured organic reaction records. describe an organic reaction: reactants, conditions, products, and yield Reactants: BrC1=CC=C(C=C1)S(=O)(=O)CC=1N=C(OC1C)C1=CC=C(C(=O)OC)C=C1 (Methyl 4-(4-{[(4-Bromophenyl)sulfonyl]methyl}-5-methyl-1,3-oxazol-2-yl)benzoate), [OH-].[Na+] (NaOH). The solvent is O1CCOCC1 (dioxane). Product: BrC1=CC=C(C=C1)S(=O)(=O)CC=1N=C(OC1C)C1=CC=C(C(=O)O)C=C1 (4-(4-{[(4-Bromophenyl)sulfonyl]methyl}-5-methyl-1,3-oxazol-2-yl)benzoic Acid). Isolated yield 69.7%. As a reaction SMILES: [Br:1][C:2]1[CH:7]=[CH:6][C:5]([S:8]([CH2:11][C:12]2[N:13]=[C:14]([C:18]3[CH:27]=[CH:26][C:21]([C:22]([O:24]C)=[O:23])=[CH:20][CH:19]=3)[O:15][C:16]=2[CH3:17])(=[O:10])=[O:9])=[CH:4][CH:3]=1.[OH-].[Na+]>O1CCOCC1>[Br:1][C:2]1[CH:7]=[CH:6][C:5]([S:8]([CH2:11][C:12]2[N:13]=[C:14]([C:18]3[CH:19]=[CH:20][C:21]([C:22]([OH:24])=[O:23])=[CH:26][CH:27]=3)[O:15][C:16]=2[CH3:17])(=[O:9])=[O:10])=[CH:4][CH:3]=1 |f:1.2|. Reported procedure: Reaction of benzoate 28 (320 mg, 0.71 mmol) and 2 M NaOH (10 mL) in dioxane (10 mL) gave acid 29 (216 mg, 70%) as a white solid: mp (DCM)>310° C.; 1H NMR δ 13.15 (br s, 1H, CO2H), 7.93 (br d, J=8.3 Hz, 2H, H-2, H-6), 7.84 (ddd, J=8.6, 2.3, 1.7 Hz, 2H, H-2′, H-6′), 7.68-7.73 (m, 4H, H-3, H-5, H-3′, H-5′), 4.70 (s, 2H, CH2SO2), 2.19 (s, 3H, CH3); MS m/z 437.0 (MH+, 100%), 439.0 (MH+, 100%). Anal. calcd for C18H14BrNO5S.½CH2Cl2: C, 47.08; H, 3.12; N, 2.89. Found: C, 47.09; H, 2.80; N, 2.99%.